Dataset: the Open Reaction Database (ORD), a public repository of structured organic reaction records. Task: describe an organic reaction: reactants, conditions, products, and yield Starting materials: Cc1ccnc(N)c1C, CC#N, CCN(C(C)C)C(C)C, COc1ccc(C=CC(=O)Nc2cccc(Cl)c2)cc1O, ClC(Cl)(Cl)Cl, [O-]P(OCc1ccccc1)OCc1ccccc1. The product is COc1ccc(C=CC(=O)Nc2cccc(Cl)c2)cc1OP(=O)(OCc1ccccc1)OCc1ccccc1. As a reaction SMILES: [CH3:27][c:28]1[cH:29][cH:30][n:31][c:32]([NH2:33])[c:34]1[CH3:35].[CH3:63][C:64]#[N:65].[CH:36]([N:37]([CH2:38][CH3:39])[CH:40]([CH3:41])[CH3:42])([CH3:43])[CH3:44].[Cl:1][c:2]1[cH:3][c:4]([NH:8][C:9]([CH:10]=[CH:11][c:12]2[cH:13][c:14]([OH:20])[c:15]([O:18][CH3:19])[cH:16][cH:17]2)=[O:21])[cH:5][cH:6][cH:7]1.[Cl:22][C:23]([Cl:24])([Cl:25])[Cl:26].[P:45]([O:46][CH2:47][c:48]1[cH:49][cH:50][cH:51][cH:52][cH:53]1)([O:54][CH2:55][c:56]1[cH:57][cH:58][cH:59][cH:60][cH:61]1)[O-:62]>>[Cl:1][c:2]1[cH:3][c:4]([NH:8][C:9]([CH:10]=[CH:11][c:12]2[cH:13][c:14]([O:20][P:45]([O:46][CH2:47][c:48]3[cH:49][cH:50][cH:51][cH:52][cH:53]3)([O:54][CH2:55][c:56]3[cH:57][cH:58][cH:59][cH:60][cH:61]3)=[O:62])[c:15]([O:18][CH3:19])[cH:16][cH:17]2)=[O:21])[cH:5][cH:6][cH:7]1.